Dataset: the Open Reaction Database (ORD), a public repository of structured organic reaction records. Task: describe an organic reaction: reactants, conditions, products, and yield Reactants: O=C([O-])[O-], CO, Cc1cc(NC(=O)C(F)(F)F)cc2ccoc12, [K+], [K+], O. Yields the product Cc1cc(N)cc2ccoc12. As a reaction SMILES: [C:18](=[O:19])([O-:20])[O-:21].[CH3:24][OH:25].[F:1][C:2]([F:3])([F:4])[C:16]([NH:5][c:6]1[cH:7][c:8]([CH3:15])[c:9]2[c:10]([cH:11][cH:12][o:13]2)[cH:14]1)=[O:17].[K+:22].[K+:23].[OH2:26]>>[NH2:5][c:6]1[cH:7][c:8]([CH3:15])[c:9]2[c:10]([cH:11][cH:12][o:13]2)[cH:14]1. The reactants are NCC(O)[C@@]12[C@H]([C@@H]([C@H]([C@@](OC1)(O2)C2=CC(=C(C=C2)Cl)CC2=CC=C(C=C2)OCC)OCC2=CC=CC=C2)OCC2=CC=CC=C2)OCC2=CC=CC=C2 (2-amino-1-[(1R,2S,3S,4R,5S)-2,3,4-tribenzyloxy-5-[4-chloro-3-[(4-ethoxyphenyl)methyl]phenyl]-6,8-dioxabicyclo[3.2.1]octan-1-yl]ethanol), ClC1=C(C=CC=C1)Cl (o-dichlorobenzene). The reagents and catalysts are [Pd] (Pd/C). Run in CO.O1CCCC1 (methanol tetrahydrofuran). Run at time 4 hour. The product is NCC(O)[C@@]12[C@H]([C@@H]([C@H]([C@@](OC1)(O2)C2=CC(=C(C=C2)Cl)CC2=CC=C(C=C2)OCC)O)O)O ((1R,2S,3S,4R,5S)-1-(2-amino-1-hydroxy-ethyl)-5-[4-chloro-3-[(4-ethoxyphenyl)methyl]phenyl]-6,8-dioxabicyclo[3.2.1]octane-2,3,4-triol). Yield: 27.6%. RXN SMILES: [NH2:1][CH2:2][CH:3]([C@:5]12[O:12][C@:9]([C:13]3[CH:18]=[CH:17][C:16]([Cl:19])=[C:15]([CH2:20][C:21]4[CH:26]=[CH:25][C:24]([O:27][CH2:28][CH3:29])=[CH:23][CH:22]=4)[CH:14]=3)([O:10][CH2:11]1)[C@H:8]([O:30]CC1C=CC=CC=1)[C@@H:7]([O:38]CC1C=CC=CC=1)[C@@H:6]2[O:46]CC1C=CC=CC=1)[OH:4].ClC1C=CC=CC=1Cl>[Pd].CO.O1CCCC1>[NH2:1][CH2:2][CH:3]([C@:5]12[O:12][C@:9]([C:13]3[CH:18]=[CH:17][C:16]([Cl:19])=[C:15]([CH2:20][C:21]4[CH:26]=[CH:25][C:24]([O:27][CH2:28][CH3:29])=[CH:23][CH:22]=4)[CH:14]=3)([O:10][CH2:11]1)[C@H:8]([OH:30])[C@@H:7]([OH:38])[C@@H:6]2[OH:46])[OH:4] |f:3.4|. Procedure details: To a solution of 2-amino-1-[(1R,2S,3S,4R,5S)-2,3,4-tribenzyloxy-5-[4-chloro-3-[(4-ethoxyphenyl) methyl]phenyl]-6,8-dioxabicyclo[3.2.1]octan-1-yl]ethanol 10b (205 mg, 0.28 mmol) in a methanol/tetrahydrofuran mixture (v/v=4/1, 25 mL) were added o-dichlorobenzene (0.16 mL, 1.42 mmol) and 10% Pd/C (32 mg, 0.03 mmol) at room temperature. The mixture was stirred at room temperature under H2 for 4 hours and filtered. The filter cake was washed with a tetrahydrofuran/methanol mixture (v/v=1/4, 10 mL×2) ... Reactants: CCI, [H-], [Na+], CN(C)C=O, c1ccc2[nH]ncc2c1. Product: CCn1cc2ccccc2n1. Reaction SMILES: [CH2:12]([CH3:13])[I:14].[H-:10].[Na+:11].[O:15]=[CH:16][N:17]([CH3:18])[CH3:19].[nH:1]1[n:2][cH:3][c:4]2[cH:5][cH:6][cH:7][cH:8][c:9]12>>[n:1]1[n:2]([CH2:12][CH3:13])[cH:3][c:4]2[cH:5][cH:6][cH:7][cH:8][c:9]12. The reactants are FC1=C(C(=O)O)C=C(C=C1)[N+](=O)[O-] (2-fluoro-5-nitrobenzoic acid), Cl (HCl), CO (methanol). Run at temperature 70 celsius. Yields the product FC1=C(C(=O)OC)C=C(C=C1)[N+](=O)[O-] (methyl 2-fluoro-5-nitrobenzoate). As a reaction SMILES: [F:1][C:2]1[CH:10]=[CH:9][C:8]([N+:11]([O-:13])=[O:12])=[CH:7][C:3]=1[C:4]([OH:6])=[O:5].Cl.[CH3:15]O>>[F:1][C:2]1[CH:10]=[CH:9][C:8]([N+:11]([O-:13])=[O:12])=[CH:7][C:3]=1[C:4]([O:6][CH3:15])=[O:5]. Procedure details: To a solution of 2-fluoro-5-nitrobenzoic acid (5 g, 27.0 mmol) in methanol (135 mL) was added HCl (2.66 mL, 32.4 mmol, 12.2 M), and the mixture was heated with an oil bath at 70° C. for 24 hours. The solvent was evaporated, and the residue was dissolved in ethyl acetate and washed with saturated sodium bicarbonate and brine, dried over sodium sulfate, and concentrated to afford the title compound. 1H NMR (500 MHz, DMSO-d6) δ ppm 8.63 (dd, J=3.0, 6.2, 1H), 8.58-8.50 (m, 1H), 7.74-7.61 (m, 1H), 3.... The reactants are C(CCC)C1=NC2=C(N1CC1=CC=C(C=C1)C1=C(C=CC=C1)C#N)C=C(C=C2C)N(S(=O)(=O)C2=CC=CC=C2)C (4'-[[2-n-butyl-4-methyl-6-(N-benzenesulphonyl-methylamino)-benzimidazol-1-yl]-methyl]-2-cyano-biphenyl), [N-]=[N+]=[N-].[Na+] (sodium azide). Solvent: CN(C=O)C (dimethylformamide). Product: C(CCC)C1=NC2=C(N1CC1=CC=C(C=C1)C1=C(C=CC=C1)C1=NN=NN1)C=C(C=C2C)N(S(=O)(=O)C2=CC=CC=C2)C (4'-[[2-n-Butyl-4-methyl-6-(N-benzenesulphonyl-methylamino)-benzimidazol-1-yl]-methyl]-2-(1H-tetrazol-5-yl)-biphenyl). Reaction SMILES: [CH2:1]([C:5]1[N:9]([CH2:10][C:11]2[CH:16]=[CH:15][C:14]([C:17]3[CH:22]=[CH:21][CH:20]=[CH:19][C:18]=3[C:23]#[N:24])=[CH:13][CH:12]=2)[C:8]2[CH:25]=[C:26]([N:30]([CH3:40])[S:31]([C:34]3[CH:39]=[CH:38][CH:37]=[CH:36][CH:35]=3)(=[O:33])=[O:32])[CH:27]=[C:28]([CH3:29])[C:7]=2[N:6]=1)[CH2:2][CH2:3][CH3:4].[N-:41]=[N+:42]=[N-:43].[Na+]>CN(C)C=O>[CH2:1]([C:5]1[N:9]([CH2:10][C:11]2[CH:16]=[CH:15][C:14]([C:17]3[CH:22]=[CH:21][CH:20]=[CH:19][C:18]=3[C:23]3[NH:43][N:42]=[N:41][N:24]=3)=[CH:13][CH:12]=2)[C:8]2[CH:25]=[C:26]([N:30]([CH3:40])[S:31]([C:34]3[CH:39]=[CH:38][CH:37]=[CH:36][CH:35]=3)(=[O:32])=[O:33])[CH:27]=[C:28]([CH3:29])[C:7]=2[N:6]=1)[CH2:2][CH2:3][CH3:4] |f:1.2|. Procedure details: Prepared analogously to Example 10 from 4'-[[2-n-butyl-4-methyl-6-(N-benzenesulphonyl-methylamino)-benzimidazol-1-yl]-methyl]-2-cyano-biphenyl and sodium azide in dimethylformamide. Reactants: N1=CC=CC=C1 (pyridine), [Si](C)(C)(C(C)(C)C)OC(\C=C/C=C1C(C=C(C1=O)SC)(O[Si](C)(C)C)CCCCOC1=CC=CC=C1)CCCO[Si](C)(C)C(C)(C)C (5-[(Z)-4,7-bis(t-butyldimethylsilyloxy)-2-heptenylidene]-2-methylthio-4-(4-phenoxybutyl)-4-trimethylsilyloxy-2-cyclopentenone), C(O)([O-])=O.[Na+] (sodium hydrogencarbonate), N1=CC=CC=C1.F (hydrogen fluoride-pyridine). Run in C(C)#N (acetonitrile), C(C)#N (acetonitrile). Reaction conditions: time 8 hour. Product: OC(\C=C/C=C1C(C=C(C1=O)SC)=CCCCOC1=CC=CC=C1)CCCO (5-[(Z)-4,7-dihydroxy-2-heptenylidene]-2-methylthio-4-(4-phenoxybutylidene)-2-cyclopentenone), OC(\C=C/C=C1C(C=C(C1=O)SC)(CCCCOC1=CC=CC=C1)O)CCCO (5-[(Z)-4,7-dihydroxy-2-heptenylidene]-4-hydroxy-2-methylthio-4-(4-phenoxybutyl)-2-cyclopentenone). Yield: 43.0%. As a reaction SMILES: N1C=CC=CC=1.N1C=CC=CC=1.F.[Si]([O:21][CH:22]([CH2:50][CH2:51][CH2:52][O:53][Si](C(C)(C)C)(C)C)/[CH:23]=[CH:24]\[CH:25]=[C:26]1[C:30](=[O:31])[C:29]([S:32][CH3:33])=[CH:28][C:27]1([CH2:39][CH2:40][CH2:41][CH2:42][O:43][C:44]1[CH:49]=[CH:48][CH:47]=[CH:46][CH:45]=1)[O:34][Si](C)(C)C)(C(C)(C)C)(C)C.C(=O)([O-])O.[Na+]>C(#N)C>[OH:21][CH:22]([CH2:50][CH2:51][CH2:52][OH:53])/[CH:23]=[CH:24]\[CH:25]=[C:26]1[C:30](=[O:31])[C:29]([S:32][CH3:33])=[CH:28][C:27]1=[CH:39][CH2:40][CH2:41][CH2:42][O:43][C:44]1[CH:45]=[CH:46][CH:47]=[CH:48][CH:49]=1.[OH:21][CH:22]([CH2:50][CH2:51][CH2:52][OH:53])/[CH:23]=[CH:24]\[CH:25]=[C:26]1[C:30](=[O:31])[C:29]([S:32][CH3:33])=[CH:28][C:27]1([OH:34])[CH2:39][CH2:40][CH2:41][CH2:42][O:43][C:44]1[CH:49]=[CH:48][CH:47]=[CH:46][CH:45]=1 |f:1.2,4.5|. Procedure: To a solution of 9 ml of pyridine dissolved in 50 ml of acetonitrile was added, 4.5 ml of hydrogen fluoride-pyridine solution, under ice-cooling and stirring. A solution of 1.41 g of 5-[(Z)-4,7-bis(t-butyldimethylsilyloxy)-2-heptenylidene]-2-methylthio-4-(4-phenoxybutyl)-4-trimethylsilyloxy-2-cyclopentenone obtained in Example 75 in 15 ml of acetonitrile was added, and the mixture was stirred at 0° C. for 10 minutes, and at room temperature for 8 hours. The reaction mixture was poured onto satur... The reactants are CCN=C=O, ClCCl, CCOCc1nc2c(N)nc3ccccc3c2n1NCCCN. Yields the product CCNC(=O)NCCCNn1c(COCC)nc2c(N)nc3ccccc3c21. As a reaction SMILES: [CH2:24]([CH3:25])[N:26]=[C:27]=[O:28].[Cl:29][CH2:30][Cl:31].[NH2:1][CH2:2][CH2:3][CH2:4][NH:5][n:6]1[c:7]([CH2:20][O:21][CH2:22][CH3:23])[n:8][c:9]2[c:10]([NH2:19])[n:11][c:12]3[cH:13][cH:14][cH:15][cH:16][c:17]3[c:18]12>>[NH:1]([CH2:2][CH2:3][CH2:4][NH:5][n:6]1[c:7]([CH2:20][O:21][CH2:22][CH3:23])[n:8][c:9]2[c:10]([NH2:19])[n:11][c:12]3[cH:13][cH:14][cH:15][cH:16][c:17]3[c:18]12)[C:27]([NH:26][CH2:24][CH3:25])=[O:28].